Dataset: the Open Reaction Database (ORD), a public repository of structured organic reaction records. Task: describe an organic reaction: reactants, conditions, products, and yield The reactants are C(C)OC(=O)C1=NC(=CC=C1)SC1=C(NC2=CC(=CC=C12)Cl)C (6-(6-chloro-2-methyl-1H-indol-3-ylsulfanyl)-pyridine-2-carboxylic acid ethyl ester), BrC=1C=NN(C1)CCC (4-bromo-1-propyl-1H-pyrazole). Product: C(C)OC(=O)C1=NC(=CC=C1)SC1=C(N(C2=CC(=CC=C12)Cl)C=1C=NN(C1)CCC)C (6-[6-Chloro-2-methyl-1-(1-propyl-1H-pyrazol-4-yl)-1H-indol-3-ylsulfanyl]-pyridine-2-carboxylic acid ethyl ester). As a reaction SMILES: [CH2:1]([O:3][C:4]([C:6]1[CH:11]=[CH:10][CH:9]=[C:8]([S:12][C:13]2[C:21]3[C:16](=[CH:17][C:18]([Cl:22])=[CH:19][CH:20]=3)[NH:15][C:14]=2[CH3:23])[N:7]=1)=[O:5])[CH3:2].Br[C:25]1[CH:26]=[N:27][N:28]([CH2:30][CH2:31][CH3:32])[CH:29]=1>>[CH2:1]([O:3][C:4]([C:6]1[CH:11]=[CH:10][CH:9]=[C:8]([S:12][C:13]2[C:21]3[C:16](=[CH:17][C:18]([Cl:22])=[CH:19][CH:20]=3)[N:15]([C:25]3[CH:26]=[N:27][N:28]([CH2:30][CH2:31][CH3:32])[CH:29]=3)[C:14]=2[CH3:23])[N:7]=1)=[O:5])[CH3:2]. Procedure details: Prepared according to the procedure described in Example 9, Step 4, using the following starting materials: 6-(6-chloro-2-methyl-1H-indol-3-ylsulfanyl)-pyridine-2-carboxylic acid ethyl ester and 4-bromo-1-propyl-1H-pyrazole. Starting materials: O(C1=CC=CC=C1)C(P(O)(O)=O)P(O)(O)=O ((phenoxymethylene)-bisphosphonic acid), [OH-].[Na+] (sodium hydroxide). Solvent: O (water). Yields the product O(C1=CC=CC=C1)C(P(O)(O)=O)P([O-])([O-])=O.[Na+].[Na+] (Disodium (phenoxymethylene)-bisphosphonate), tetrahydrate. As a reaction SMILES: [O:1]([CH:8]([P:13](=[O:16])([OH:15])[OH:14])[P:9](=[O:12])([OH:11])[OH:10])[C:2]1[CH:7]=[CH:6][CH:5]=[CH:4][CH:3]=1.[OH-].[Na+:18]>O>[O:1]([CH:8]([P:13](=[O:14])([O-:15])[O-:16])[P:9](=[O:10])([OH:11])[OH:12])[C:2]1[CH:3]=[CH:4][CH:5]=[CH:6][CH:7]=1.[Na+:18].[Na+:18] |f:1.2,4.5.6|. Reported procedure: A solution of (phenoxymethylene)-bisphosphonic acid (53 g) in water (300 ml) was titrated with 2N sodium hydroxide to pH=5.5. The title compound was precipitated by the addition of acetone (1500 ml). The crystalline salt was filtered and washed with acetone. Drying in vacuo over potassium hydroxide at room temperature gave the title compound in the form of a tetrahydrate. Starting materials: BrC=1N=C2N(C3=C(NC4=C2C=CC=C4)N=CC=C3)C1C1=CC=C(C=C1)C1(CCC1)NC(OC(C)(C)C)=O (tert-butyl {1-[4-(2-bromo-9H-imidazo[1,2-d]pyrido[2,3-b][1,4]benzodiazepin-3-yl)phenyl]cyclobutyl}carbamate), CC1(OB(OC1(C)C)C=1C=CC(=NC1)N1CCOCC1)C (4-[5-(4,4,5,5-tetramethyl-1,3,2-dioxaborolan-2-yl)pyridin-2-yl]morpholine), [O-]P(=O)([O-])[O-].[K+].[K+].[K+] (K3PO4). The reagents and catalysts are CC(C)(C)P(C1=CC=C(C=C1)N(C)C)C(C)(C)C.CC(C)(C)P(C1=CC=C(C=C1)N(C)C)C(C)(C)C.Cl[Pd]Cl (bis(di-tert-butyl(4-dimethylaminophenyl)phosphine)dichloropalladium(II)). Run in CN(C)C=O.O (DMF water), CCOC(=O)C (EtOAc). Reaction conditions: temperature 160 celsius. The product is N1(CCOCC1)C1=CC=C(C=N1)C=1N=C2N(C3=C(NC4=C2C=CC=C4)N=CC=C3)C1C1=CC=C(C=C1)C1(CCC1)N (1-{4-[2(6-morpholin-4-ylpyridin-3-yl)-9H-imidazo[1,2-d]pyrido[2,3-b][1,4]benzodiazepin-3-yl]phenyl}cyclobutanamine). Yield: 49.2%. As a reaction SMILES: Br[C:2]1[N:3]=[C:4]2[C:10]3[CH:11]=[CH:12][CH:13]=[CH:14][C:9]=3[NH:8][C:7]3[N:15]=[CH:16][CH:17]=[CH:18][C:6]=3[N:5]2[C:19]=1[C:20]1[CH:25]=[CH:24][C:23]([C:26]2([NH:30]C(=O)OC(C)(C)C)[CH2:29][CH2:28][CH2:27]2)=[CH:22][CH:21]=1.CC1(C)C(C)(C)OB([C:46]2[CH:47]=[CH:48][C:49]([N:52]3[CH2:57][CH2:56][O:55][CH2:54][CH2:53]3)=[N:50][CH:51]=2)O1.[O-]P([O-])([O-])=O.[K+].[K+].[K+]>CN(C=O)C.O.CCOC(C)=O.CC(P(C(C)(C)C)C1C=CC(N(C)C)=CC=1)(C)C.CC(P(C(C)(C)C)C1C=CC(N(C)C)=CC=1)(C)C.Cl[Pd]Cl>[N:52]1([C:49]2[N:50]=[CH:51][C:46]([C:2]3[N:3]=[C:4]4[C:10]5[CH:11]=[CH:12][CH:13]=[CH:14][C:9]=5[NH:8][C:7]5[N:15]=[CH:16][CH:17]=[CH:18][C:6]=5[N:5]4[C:19]=3[C:20]3[CH:21]=[CH:22][C:23]([C:26]4([NH2:30])[CH2:29][CH2:28][CH2:27]4)=[CH:24][CH:25]=3)=[CH:47][CH:48]=2)[CH2:53][CH2:54][O:55][CH2:56][CH2:57]1 |f:2.3.4.5,6.7,9.10.11|. Reported procedure: A mixture of tert-butyl {1-[4-(2-bromo-9H-imidazo[1,2-d]pyrido[2,3-b][1,4]benzodiazepin-3-yl)phenyl]cyclobutyl}carbamate (50 mg, 0.09 mmol), 4-[5-(4,4,5,5-tetramethyl-1,3,2-dioxaborolan-2-yl)pyridin-2-yl]morpholine (52 mg, 0.18 mmol), bis(di-tert-butyl(4-dimethylaminophenyl)phosphine)dichloropalladium(II) (6.3 mg, 0.01 mmol) and K3PO4 (72 mg, 0.27 mmol) in DMF/water (0.9 mL, 6:1, v/v) was heated at 160° C. under microwave irradiation for 1 hour. After cooling to room temperature, the mixture was... The reactants are CC(C)(C)SC1CC(=O)N1CC(=O)CCc1ccccc1, O=C([O-])O, ClCCl, [Na+], [Na+], [Na+], O=C(OO)c1cccc(Cl)c1, O=S([O-])[O-]. Reaction SMILES: [C:1]([CH3:2])([CH3:3])([CH3:4])[S:5][CH:6]1[CH2:7][C:8](=[O:21])[N:9]1[CH2:10][C:11]([CH2:12][CH2:13][c:14]1[cH:15][cH:16][cH:17][cH:18][cH:19]1)=[O:20].[C:33](=[O:34])([O-:35])[OH:36].[Cl:44][CH2:45][Cl:46].[Na+:37].[Na+:42].[Na+:43].[OH:22][O:23][C:24]([c:25]1[cH:26][c:27]([Cl:28])[cH:29][cH:30][cH:31]1)=[O:32].[S:38]([O-:39])([O-:40])=[O:41]>>[C:1]([CH3:2])([CH3:3])([CH3:4])[S:5]([CH:6]1[CH2:7][C:8](=[O:21])[N:9]1[CH2:10][C:11]([CH2:12][CH2:13][c:14]1[cH:15][cH:16][cH:17][cH:18][cH:19]1)=[O:20])=[O:22]. Yields the product CC(C)(C)S(=O)C1CC(=O)N1CC(=O)CCc1ccccc1.